From a dataset of the Open Reaction Database (ORD), a public repository of structured organic reaction records. describe an organic reaction: reactants, conditions, products, and yield Reactants: CC(=O)OCc1ccc2c([N+](=O)[O-])cccc2n1, CC(C)=O. The product is CC(=O)OCc1ccc2c(N)cccc2n1. Reaction SMILES: [C:1]([CH3:2])(=[O:3])[O:4][CH2:5][c:6]1[n:7][c:8]2[cH:9][cH:10][cH:11][c:12]([N+:16]([O-:17])=[O:18])[c:13]2[cH:14][cH:15]1.[CH3:19][C:20](=[O:21])[CH3:22]>>[C:1]([CH3:2])(=[O:3])[O:4][CH2:5][c:6]1[n:7][c:8]2[cH:9][cH:10][cH:11][c:12]([NH2:16])[c:13]2[cH:14][cH:15]1. Reactants: O=C(O)c1ccc(Cl)c(OCCn2cnnn2)c1Cl, ClCCCl, CN(C)C=O, O=S(Cl)Cl. Product: O=C(Cl)c1ccc(Cl)c(OCCn2cnnn2)c1Cl. As a reaction SMILES: [Cl:1][c:2]1[c:3]([C:4](=[O:5])[OH:6])[cH:7][cH:8][c:9]([Cl:19])[c:10]1[O:11][CH2:12][CH2:13][n:14]1[n:15][n:16][n:17][cH:18]1.[Cl:29][CH2:30][CH2:31][Cl:32].[O:24]=[CH:25][N:26]([CH3:27])[CH3:28].[S:20]([Cl:21])([Cl:22])=[O:23]>>[Cl:1][c:2]1[c:3]([C:4](=[O:5])[Cl:22])[cH:7][cH:8][c:9]([Cl:19])[c:10]1[O:11][CH2:12][CH2:13][n:14]1[n:15][n:16][n:17][cH:18]1.